This data is from the Open Reaction Database (ORD), a public repository of structured organic reaction records. The task is: describe an organic reaction: reactants, conditions, products, and yield Starting materials: C1=CC=CC=2OC3=CC=CC=C3C(C12)=C1CCNCC1 (4-(9-xanthenylidene)-piperidine). Reagents/catalysts: [OH-].C(C1=CC=CC=C1)C(CC1=CC=CC=C1)(CC1=CC=CC=C1)[NH3+] (tribenzylmethyl ammonium hydroxide). The solvent is C(C)O (ethanol), CC(=O)C=C (methylvinylketone). Run at time 4 hour. The product is C1=CC=CC=2OC3=CC=CC=C3C(C12)=C1CCN(CC1)CCC(C)=O (4-[4-(9-xanthenylidene)piperidino]-2-butanone). Reaction SMILES: [CH:1]1[C:14]2[C:13](=[C:15]3[CH2:20][CH2:19][NH:18][CH2:17][CH2:16]3)[C:12]3[C:7](=[CH:8][CH:9]=[CH:10][CH:11]=3)[O:6][C:5]=2[CH:4]=[CH:3][CH:2]=1>[OH-].C(C([NH3+])(CC1C=CC=CC=1)CC1C=CC=CC=1)C1C=CC=CC=1.C(O)C.CC(C=C)=O>[CH:11]1[C:12]2[C:13](=[C:15]3[CH2:20][CH2:19][N:18]([CH2:3][CH2:4][C:5](=[O:6])[CH3:14])[CH2:17][CH2:16]3)[C:14]3[C:5](=[CH:4][CH:3]=[CH:2][CH:1]=3)[O:6][C:7]=2[CH:8]=[CH:9][CH:10]=1 |f:1.2|. Reported procedure: One drop of tribenzylmethyl ammonium hydroxide is added to a solution of 7 g of 4-(9-xanthenylidene)-piperidine in 70 cc of ethanol, 4.38 cc of methylvinylketone are then added dropwise, and stirring is effected at 50° for 4 hours. The reaction mixture is then concentrated by evaporation in a vacuum, the residue is dissolved in chloroform, extraction is effected with water, and after drying over magnesium sulphate, concentration is effected by evaporation. The partially crystalline residue is tr...